This data is from the Open Reaction Database (ORD), a public repository of structured organic reaction records. The task is: describe an organic reaction: reactants, conditions, products, and yield Starting materials: NC1=C(C(=O)O)C(=CC=C1)F (2-amino-6-fluorobenzoic acid), NCCC[C@@H]1CN(C(O1)=O)C=1C=CC2=C(NC(CS2)=O)C1 (6-[(R)-5-(3-amino-propyl)-2-oxo-oxazolidin-3-yl]-4H-benzo[1,4]thiazin-3-one). Product: NC1=C(C(=O)NCCC[C@@H]2CN(C(O2)=O)C=2C=CC3=C(NC(CS3)=O)C2)C(=CC=C1)F (2-amino-6-fluoro-N-{3-[(R)-2-oxo-3-(3-oxo-3,4-dihydro-2H-benzo[1,4]thiazin-6-yl)-oxazolidin-5-yl]-propyl}-benzamide). Isolated yield 83.0%. Reaction SMILES: [NH2:1][C:2]1[CH:10]=[CH:9][CH:8]=[C:7]([F:11])[C:3]=1[C:4]([OH:6])=O.[NH2:12][CH2:13][CH2:14][CH2:15][C@H:16]1[O:20][C:19](=[O:21])[N:18]([C:22]2[CH:23]=[CH:24][C:25]3[S:30][CH2:29][C:28](=[O:31])[NH:27][C:26]=3[CH:32]=2)[CH2:17]1>>[NH2:1][C:2]1[CH:10]=[CH:9][CH:8]=[C:7]([F:11])[C:3]=1[C:4]([NH:12][CH2:13][CH2:14][CH2:15][C@H:16]1[O:20][C:19](=[O:21])[N:18]([C:22]2[CH:23]=[CH:24][C:25]3[S:30][CH2:29][C:28](=[O:31])[NH:27][C:26]=3[CH:32]=2)[CH2:17]1)=[O:6]. Procedure details: Starting from 2-amino-6-fluorobenzoic acid and 6-[(R)-5-(3-amino-propyl)-2-oxo-oxazolidin-3-yl]-4H-benzo[1,4]thiazin-3-one (described in WO 2010/041219) and using Procedure D, the title compound was obtained as a beige solid (190 mg; 83% yield). The reactants are N, B1([C@H]2[C@@H]([C@@H]3C([C@H](C2)C3)(C)C)C)[C@H]2CCC[C@@H]1CCC2, C1CN(C[C@@H](C1=O)O)S(=O)(=O)C. Reagents/catalysts: c1ccc(cc1)-c2c3ccccc3cc4ccccc24 (9-Phenylanthracene), CC(C)[O-].CC(C)[O-].CC(C)[O-].CC(C)[O-].[Ti+4] (Ti(OiPr)4). Conditions: temperature 25 celsius, time 18 hour. Product: CS(=O)(=O)N1CC[C@@H](N)[C@@H](O)C1. Reaction SMILES: C[C@@H]1[C@H](C(C)(C)[C@@H]2C[C@H]1B([C@H]3CCC4)[C@H]4CCC3)C2.[NH3:1].[CH3:2][S:3]([N:6]1[CH2:12][C@H:10]([OH:11])[C:9](=O)[CH2:8][CH2:7]1)(=[O:5])=[O:4]>>[CH3:2][S:3]([N:6]1[CH2:12][C@H:10]([OH:11])[C@H:9]([NH2:1])[CH2:8][CH2:7]1)(=[O:5])=[O:4]. Reactants: Cl(=O)(=O)(=O)O (perchloric acid), C(CCCCCCCCCC)C=1NC=2C=CC=C(C2C1)C(=O)O (2-(n-undecyl)indole-4-carboxylic acid), [H][H] (hydrogen). The reagents and catalysts are [Pd] (palladium on charcoal). Solvent: C(C)(=O)O (acetic acid). Yields the product C(CCCCCCCCCC)C1NC=2C=CC=C(C2C1)C(=O)O ((RS)-2-(n-undecyl)indoline-4-carboxylic acid). Isolated yield 73.6%. Reaction SMILES: [CH2:1]([C:12]1[NH:13][C:14]2[CH:15]=[CH:16][CH:17]=[C:18]([C:21]([OH:23])=[O:22])[C:19]=2[CH:20]=1)[CH2:2][CH2:3][CH2:4][CH2:5][CH2:6][CH2:7][CH2:8][CH2:9][CH2:10][CH3:11].Cl(O)(=O)(=O)=O.[H][H]>[Pd].C(O)(=O)C>[CH2:1]([CH:12]1[CH2:20][C:19]2[C:18]([C:21]([OH:23])=[O:22])=[CH:17][CH:16]=[CH:15][C:14]=2[NH:13]1)[CH2:2][CH2:3][CH2:4][CH2:5][CH2:6][CH2:7][CH2:8][CH2:9][CH2:10][CH3:11]. Procedure details: A mixture containing 2-(n-undecyl)indole-4-carboxylic acid (25.8 g), palladium on charcoal (5% w/w, 5.2 g), 72% w/v aqueous perchloric acid (26 ml) and glacial acetic acid (200 ml) was heated by external application of steam while being shaken under an atmosphere of hydrogen. When the required hydrogen had been taken up, the hot mixture was filtered through diatomaceous earth, the residue was washed with fresh hot glacial acetic acid (200 ml), and the combined filtrates were concentrated in vacu... Reactants: COC(NC1=CC=C2C3=C(NC([C@H](CCCCC(NC2=C1)=O)N)=N3)F)=O (((S)-14-Amino-17-fluoro-9-oxo-8,16,18-triaza-tricyclo[13.2.1.02,7]octadeca-1(17),2,4,6,15(18)-pentaen-5-yl)-carbamic acid methyl ester), C([O-])([O-])=O.[Na+].[Na+] (sodium carbonate), 1-Fluoro-4-hydroxy-1,4 diazoniabicyclo[2,2,2]octanebis(tetrafluoroborate). Solvent: CN(C)C=O (DMF), CO (MeOH). Run at time 2 hour. Yields the product COC(NC1=CC=C2C3=C(NC([C@H](CCCCC(NC2=C1)=O)NC(=O)OC(C)(C)C)=N3)F)=O (((S)-14-tert-Butoxycarbonylamino-17-fluoro-9-oxo-8,16,18-triaza-tricyclo[13.2.1.02,7]octadeca-1(17),2,4,6,15(18)-pentaen-5-yl)-carbamic acid methyl ester), COC(NC1=CC=C2C3=C(NC([C@H](CCCCC(NC2=C1)=O)N)=N3)F)=O (((S)-14-Amino-17-fluoro-9-oxo-8,16,18-triaza-tricyclo[13.2.1.02,7]octadeca-1(17),2,4,6,15(18)-pentaen-5-yl)-carbamic acid methyl ester). RXN SMILES: [CH3:1][O:2][C:3](=[O:26])[NH:4][C:5]1[CH:21]=[C:20]2[C:8]([C:9]3[N:24]=[C:12]([C@@H:13]([NH2:23])[CH2:14][CH2:15][CH2:16][CH2:17][C:18](=[O:22])[NH:19]2)[NH:11][C:10]=3[F:25])=[CH:7][CH:6]=1.[C:27](=[O:30])([O-])[O-:28].[Na+].[Na+]>CN(C=O)C.CO>[CH3:1][O:2][C:3](=[O:26])[NH:4][C:5]1[CH:21]=[C:20]2[C:8]([C:9]3[N:24]=[C:12]([C@@H:13]([NH:23][C:27]([O:28][C:8]([CH3:20])([CH3:9])[CH3:7])=[O:30])[CH2:14][CH2:15][CH2:16][CH2:17][C:18](=[O:22])[NH:19]2)[NH:11][C:10]=3[F:25])=[CH:7][CH:6]=1.[CH3:1][O:2][C:3](=[O:26])[NH:4][C:5]1[CH:21]=[C:20]2[C:8]([C:9]3[N:24]=[C:12]([C@@H:13]([NH2:23])[CH2:14][CH2:15][CH2:16][CH2:17][C:18](=[O:22])[NH:19]2)[NH:11][C:10]=3[F:25])=[CH:7][CH:6]=1 |f:1.2.3|. Procedure details: I-20B. ((S)-14-Amino-17-fluoro-9-oxo-8,16,18-triaza-tricyclo[13.2.1.02,7]octadeca-1(17),2,4,6,15(18)-pentaen-5-yl)-carbamic acid methyl ester: To a solution of I-20A (40 mg, 0.090 mmol) in DMF (3 mL) was added sodium carbonate (12.43 mg, 0.117 mmol) and 1-Fluoro-4-hydroxy-1,4 diazoniabicyclo[2,2,2]octanebis(tetrafluoroborate) (50% in alumina) (62.9 mg, 0.090 mmol) in a portion, respectively and the resulting solution was stirred for 2 h at rt. The reaction mixture was diluted with MeOH and purif... Yields the product C(C)(=O)OC[C@H]1[C@@H](C(CC1)=O)CSCC(C(=O)O)(C(C)=O)N (trans-3-acetoxymethyl-2-[(2-acetyl-amino-2-carboxy-ethyl)thiomethyl]-cyclopentanone). Yield: 86.9%. Starting materials: CO (methanol), [OH-].[Na+] (sodium hydroxide), C(C)(=O)OC[C@@H]1C(CC[C@H]1COC(C)=O)=O (Trans-2,3-bis(acetoxymethyl)-cyclopentanone), C(C)(=O)OC[C@@H]1C(CC[C@H]1COC(C)=O)=O (Trans-2,3-bis(acetoxymethyl)-cyclopentanone), C(C)(=O)N[C@@H](CS)C(=O)O (N-acetyl-L-cysteine), CC(=O)C (acetone). Conditions: time 15 minute. RXN SMILES: C(O[CH2:5][C@H:6]1[C@H:10]([CH2:11][O:12][C:13](=[O:15])[CH3:14])[CH2:9][CH2:8][C:7]1=[O:16])(=O)C.C([NH:20][C@H:21]([C:24]([OH:26])=[O:25])[CH2:22][SH:23])(=O)C.[OH-].[Na+].CO.[CH3:31][C:32](C)=[O:33]>>[C:13]([O:12][CH2:11][C@@H:10]1[CH2:9][CH2:8][C:7](=[O:16])[C@H:6]1[CH2:5][S:23][CH2:22][C:21]([NH2:20])([C:32](=[O:33])[CH3:31])[C:24]([OH:26])=[O:25])(=[O:15])[CH3:14] |f:2.3|. Procedure details: A solution of trans-2,3-bis(acetoxymethyl)-cyclopentanone [Compound (a)] (205 mg, 0.899 mmol) in acetone (7.2 ml) was added to N-acetyl-L-cysteine (147 mg, 0.899 mmol), and then added IN-sodium hydroxide (1.8 ml), stirred at room temperature for 15 minutes. The reaction solution was concentrated. The residue was purified by Sephadex LH-20 (11.80% aqueous methanol) to obtain the compound (II) (276 mg, yield 86.9%). Reaction SMILES: [CH2:1]([O:3][C:4](=[O:15])[CH2:5][C:6](=S)[C:7]1[CH:12]=[CH:11][C:10]([CH3:13])=[CH:9][CH:8]=1)[CH3:2].CNC(=N)S.[OH:21]S(O)(=O)=O>>[CH2:1]([O:3][C:4](=[O:15])[CH2:5][C:6](=[O:21])[C:7]1[CH:12]=[CH:11][C:10]([CH3:13])=[CH:9][CH:8]=1)[CH3:2]. Procedure details: The title compound was prepared from ethyl(4-methylthiobenzoyl)acetate (16.447 g, 69 mmol) (obtained in preparation 3) and methylthiopseudourea.H2SO4 (10.56 g, 38 mmol) according to the procedure described in preparation 4, (1.82 g, 11.5%, mp 266–267° C.). 1H-NMR (DMSO-d6): δ 2.53 (s, 3H), 6.48 (s, 1H), 7.37–7.39 (d, 2H), 7.79–7.81 (d, 2H), 7.92 (bs, 2H). MS m/z: 235 (M+). Preparation 7 Synthesis of 6-(4-methylphenyl)-2H-3,4-dihydro-1,3-oxazin-2,4-dione Starting materials: 6-(4-methylphenyl)-2H-3,4-dihydro-1,3-oxazin-2,4-dione, C(C)OC(CC(C1=CC=C(C=C1)C)=S)=O (ethyl(4-methylthiobenzoyl)acetate), CNC(S)=N (methylthiopseudourea), OS(=O)(=O)O (H2SO4). Product: C(C)OC(CC(C1=CC=C(C=C1)C)=O)=O (ethyl(4-methyl)benzoylacetate).